Dataset: the Open Reaction Database (ORD), a public repository of structured organic reaction records. Task: describe an organic reaction: reactants, conditions, products, and yield Starting materials: CC(=O)SCC(CCCN)C(=O)O, N, O. Yields the product NCCCC(CS)C(=O)O. As a reaction SMILES: [C:1](=[O:2])([CH3:3])[S:4][CH2:5][CH:6]([C:7](=[O:8])[OH:9])[CH2:10][CH2:11][CH2:12][NH2:13].[NH3:15].[OH2:14]>>[SH:4][CH2:5][CH:6]([C:7](=[O:8])[OH:9])[CH2:10][CH2:11][CH2:12][NH2:13].